Dataset: the Open Reaction Database (ORD), a public repository of structured organic reaction records. Task: describe an organic reaction: reactants, conditions, products, and yield Starting materials: B, CC(C)(C)OC(=O)N1CCN(C(=O)OC(C)(C)C)C(C(=O)O)C1, C1CCOC1, C1CCOC1, CO. The product is CC(C)(C)OC(=O)N1CCN(C(=O)OC(C)(C)C)C(CO)C1. RXN SMILES: [BH3:24].[C:1]([CH3:2])([CH3:3])([CH3:4])[O:5][C:6](=[O:7])[N:8]1[CH:9]([C:21](=[O:22])[OH:23])[CH2:10][N:11]([C:14](=[O:15])[O:16][C:17]([CH3:18])([CH3:19])[CH3:20])[CH2:12][CH2:13]1.[CH2:25]1[O:26][CH2:27][CH2:28][CH2:29]1.[CH2:32]1[O:33][CH2:34][CH2:35][CH2:36]1.[CH3:30][OH:31]>>[C:1]([CH3:2])([CH3:3])([CH3:4])[O:5][C:6](=[O:7])[N:8]1[CH:9]([CH2:21][OH:22])[CH2:10][N:11]([C:14](=[O:15])[O:16][C:17]([CH3:18])([CH3:19])[CH3:20])[CH2:12][CH2:13]1. Starting materials: C(C=C)[C@@H]1C(N([C@@H]([C@H](C1)C1=CC(=CC=C1)Cl)C1=CC=C(C=C1)Cl)[C@H](C(=O)OCC)CC)=O ((S)-Ethyl 2-((3S,5R,6S)-3-allyl-5-(3-chlorophenyl)-6-(4-chlorophenyl)-2-oxopiperidin-1-yl)butanoate), [N+](=[N-])=CC(=O)OCC (ethyl diazoacetate), 14h. Reagents/catalysts: C(C)(=O)[O-].[Rh+2].C(C)(=O)[O-] (rhodium(II)acetate). Solvent: C(Cl)Cl (CH2Cl2). Yields the product C(C=C)[C@@H]1C(N([C@@H]([C@H](C1)C1=CC(=CC=C1)Cl)C1=CC=C(C=C1)Cl)[C@H](COCC(=O)OCC)CC)=O (Ethyl 2-((S)-2-((3S,5R,6S)-3-allyl-5-(3-chlorophenyl)-6-(4-chlorophenyl)-2-oxopiperidin-1-yl)butoxy)acetate). As a reaction SMILES: [CH2:1]([C@H:4]1[CH2:9][C@H:8]([C:10]2[CH:15]=[CH:14][CH:13]=[C:12]([Cl:16])[CH:11]=2)[C@@H:7]([C:17]2[CH:22]=[CH:21][C:20]([Cl:23])=[CH:19][CH:18]=2)[N:6]([C@@H:24]([CH2:30][CH3:31])[C:25](OCC)=[O:26])[C:5]1=[O:32])[CH:2]=[CH2:3].[N+](=[CH:35][C:36]([O:38][CH2:39][CH3:40])=[O:37])=[N-]>C(Cl)Cl.C([O-])(=O)C.[Rh+2].C([O-])(=O)C>[CH2:1]([C@H:4]1[CH2:9][C@H:8]([C:10]2[CH:15]=[CH:14][CH:13]=[C:12]([Cl:16])[CH:11]=2)[C@@H:7]([C:17]2[CH:22]=[CH:21][C:20]([Cl:23])=[CH:19][CH:18]=2)[N:6]([C@@H:24]([CH2:30][CH3:31])[CH2:25][O:26][CH2:35][C:36]([O:38][CH2:39][CH3:40])=[O:37])[C:5]1=[O:32])[CH:2]=[CH2:3] |f:3.4.5|. Procedure: To a solution of 203 mg (0.47 mmol) of (3S,5R,6S)-3-allyl-5-(3-chlorophenyl)-6-(4-chlorophenyl)-1-((S)-1-hydroxybutan-2-yl)piperidin-2-one (Example 9, Step B) and rhodium(II)acetate dimmer (10.4 mg, 0.047 mmol) in CH2Cl2 (1.90 mL) was added dropwise ethyl diazoacetate (286 μL, 2.35 mmol) at 25° C. After being stirred at 25° C. for 14h, the reaction was concentrated under reduced pressure and purified by chromatography on silica gel (20% to 30% EtOAc/Hexanes, gradient elution) to provide the titl... Starting materials: NC1=NN(C(=C1)C(F)(F)F)C (3-Amino-1-methyl-5-trifluoromethylpyrazole), S(=O)(=O)(Cl)Cl (sulfuryl chloride), C(O)([O-])=O.[Na+] (sodium hydrogen carbonate). The yield is 92.8%. Reaction conditions: time 2 hour. Reported procedure: 2.0 g (12.1 mmole) 3-Amino-1-methyl-5-trifluoromethylpyrazole in 20 ml acetonitrile was treated with 1.8 g (13.3 mmole) sulfuryl chloride and the mixture stirred for 2 hours at room temperature. It was poured into aqueous saturated sodium hydrogen carbonate, extracted with ethyl acetate, dried over sodium sulfate and concentrated. 2.24 g 3-Amino-4-chloro-1-methyl-5-trifluoromethylpyrazole was obtained, which was treated without further purification as described under 2 (Example 1) to give 4-chlo... Reaction SMILES: [NH2:1][C:2]1[CH:6]=[C:5]([C:7]([F:10])([F:9])[F:8])[N:4]([CH3:11])[N:3]=1.S(Cl)([Cl:15])(=O)=O.C(=O)([O-])O.[Na+]>C(#N)C>[NH2:1][C:2]1[C:6]([Cl:15])=[C:5]([C:7]([F:8])([F:10])[F:9])[N:4]([CH3:11])[N:3]=1 |f:2.3|. The solvent is C(C)#N (acetonitrile). Product: NC1=NN(C(=C1Cl)C(F)(F)F)C (3-Amino-4-chloro-1-methyl-5-trifluoromethylpyrazole). Reactants: FC(C(C(C(C)C)NC(CN1C(C(=CC=C1C1=CC=CC=C1)NC(=O)OCC1=NC(=CC=C1)C)=O)=O)O)(C(NCCC1=CC=CC=C1)=O)F (N-[3,3-Difluoro-2-hydroxy-1-isopropyl-3-(N-phenethylcarbamoyl)propyl]-2-[3-(6-methylpyrid-2-ylmethoxycarbonylamino)-2-oxo-6-phenyl-1,2-dihydro-1-pyridyl]acetamide), Cl (hydrochloric acid). Product: FC(C(C(C(C)C)NC(CN1C(C(=CC=C1C1=CC=CC=C1)NC(=O)OCC1=NC(=CC=C1)C)=O)=O)=O)(C(NCCC1=CC=CC=C1)=O)F (N-[3,3-Difluoro-1-isopropyl-2-oxo-3-(N-phenethylcarbamoyl)propyl]-2-[3-(6-methylpyrid-2-ylmethoxycarbonylamino)-2-oxo-6-phenyl-1,2-dihydro-1-pyridyl]acetamide). Reaction SMILES: [F:1][C:2]([F:49])([C:38](=[O:48])[NH:39][CH2:40][CH2:41][C:42]1[CH:47]=[CH:46][CH:45]=[CH:44][CH:43]=1)[CH:3]([OH:37])[CH:4]([NH:8][C:9](=[O:36])[CH2:10][N:11]1[C:16]([C:17]2[CH:22]=[CH:21][CH:20]=[CH:19][CH:18]=2)=[CH:15][CH:14]=[C:13]([NH:23][C:24]([O:26][CH2:27][C:28]2[CH:33]=[CH:32][CH:31]=[C:30]([CH3:34])[N:29]=2)=[O:25])[C:12]1=[O:35])[CH:5]([CH3:7])[CH3:6].Cl>>[F:49][C:2]([F:1])([C:38](=[O:48])[NH:39][CH2:40][CH2:41][C:42]1[CH:43]=[CH:44][CH:45]=[CH:46][CH:47]=1)[C:3](=[O:37])[CH:4]([NH:8][C:9](=[O:36])[CH2:10][N:11]1[C:16]([C:17]2[CH:18]=[CH:19][CH:20]=[CH:21][CH:22]=2)=[CH:15][CH:14]=[C:13]([NH:23][C:24]([O:26][CH2:27][C:28]2[CH:33]=[CH:32][CH:31]=[C:30]([CH3:34])[N:29]=2)=[O:25])[C:12]1=[O:35])[CH:5]([CH3:6])[CH3:7]. Procedure details: N-[3,3-Difluoro-2-hydroxy-1-isopropyl-3-(N-phenethylcarbamoyl)propyl]-2-[3-(6-methylpyrid-2-ylmethoxycarbonylamino)-2-oxo-6-phenyl-1,2-dihydro-1-pyridyl]acetamide was oxidized using a procedure similar to that described in Example 1.i., but omitting the hydrochloric acid wash. The crude material was purified by chromatography, with methanol:chloroform (1:99) as the eluent. The resulting material was triturated with diethyl ether and petroleum ether to give a solid which was triturated with petro... The reactants are solid, Cl.Cl.Cl.O1COC2=C1C=CC=C2N2CCN(CC2)CC[C@@H]2CC[C@H](CC2)N (Trans-4-[2-(4-Benzo[1,3]dioxol-4-yl-piperazin-1-yl)-ethyl]-cyclohexylamine trihydrochloride), Cl.Cl.Cl.O1COC2=C1C=CC=C2N2CCN(CC2)CC[C@@H]2CC[C@H](CC2)N (Trans-4-[2-(4-Benzo[1,3]dioxol-4-yl-piperazin-1-yl)-ethyl]-cyclohexylamine trihydrochloride), C(CCC)(=O)O (butyric acid). The product is O1COC2=C1C=CC=C2N2CCN(CC2)CC[C@@H]2CC[C@H](CC2)NC(CCC)=O (Trans-N-{4-[2-(4-Benzo[1,3]dioxol-4-yl-piperazin-1-yl)-ethyl]-cyclohexyl}-butyramide). As a reaction SMILES: Cl.Cl.Cl.[O:4]1[C:8]2[CH:9]=[CH:10][CH:11]=[C:12]([N:13]3[CH2:18][CH2:17][N:16]([CH2:19][CH2:20][C@H:21]4[CH2:26][CH2:25][C@H:24]([NH2:27])[CH2:23][CH2:22]4)[CH2:15][CH2:14]3)[C:7]=2[O:6][CH2:5]1.[C:28](O)(=[O:32])[CH2:29][CH2:30][CH3:31]>>[O:4]1[C:8]2[CH:9]=[CH:10][CH:11]=[C:12]([N:13]3[CH2:18][CH2:17][N:16]([CH2:19][CH2:20][C@H:21]4[CH2:26][CH2:25][C@H:24]([NH:27][C:28](=[O:32])[CH2:29][CH2:30][CH3:31])[CH2:23][CH2:22]4)[CH2:15][CH2:14]3)[C:7]=2[O:6][CH2:5]1 |f:0.1.2.3|. Procedure: The title compound, white solid (9 mg, 31%), MS (ISP) m/z=402.3 [(M+H)+], was prepared in accordance with the general method of example 1 from Trans-4-[2-(4-Benzo[1,3]dioxol-4-yl-piperazin-1-yl)-ethyl]-cyclohexylamine hydrochloride (Intermediate A) (25.8 mg, 0.070 mmol) and butyric acid. Starting materials: BrC=1C=C2C=CC(=C(C2=CC1)Cl)O (6-bromo-1-chloro-2-naphthol), C(CCCC)C1=CC=C(C=C1)B(O)O (4-pentylphenylboronic acid), tetrakistriphenylphosphine palladium, C([O-])([O-])=O.[Na+].[Na+] (sodium carbonate), mixed solvent. The solvent is O (water), C(C)O (ethanol), C1(=CC=CC=C1)C (toluene), C1(=CC=CC=C1)C (toluene). Product: C(CCCC)C1=CC=C(C=C1)C=1C=C2C=CC(=C(C2=CC1)Cl)O (6-(4-pentylphenyl)-1-chloro-2-naphthol). Isolated yield 72.1%. Reaction SMILES: Br[C:2]1[CH:3]=[C:4]2[C:9](=[CH:10][CH:11]=1)[C:8]([Cl:12])=[C:7]([OH:13])[CH:6]=[CH:5]2.[CH2:14]([C:19]1[CH:24]=[CH:23][C:22](B(O)O)=[CH:21][CH:20]=1)[CH2:15][CH2:16][CH2:17][CH3:18].C(=O)([O-])[O-].[Na+].[Na+]>C1(C)C=CC=CC=1.O.C(O)C>[CH2:14]([C:19]1[CH:20]=[CH:21][C:22]([C:2]2[CH:3]=[C:4]3[C:9](=[CH:10][CH:11]=2)[C:8]([Cl:12])=[C:7]([OH:13])[CH:6]=[CH:5]3)=[CH:23][CH:24]=1)[CH2:15][CH2:16][CH2:17][CH3:18] |f:2.3.4|. Procedure details: 55 g of 6-bromo-1-chloro-2-naphthol (S1-2), 12.3 g of 4-pentylphenylboronic acid (S1-3), 1.0 g of tetrakistriphenylphosphine palladium, 13.6 g of sodium carbonate and 100 mL of a mixed solvent of toluene, ethanol and water (3/3/1) were added to a reactor under a nitrogen atmosphere and refluxed for 10 hours. The reaction mixture was cooled to room temperature, and toluene was added thereto. The reaction mixture was washed with 1N hydrochloric acid and water, and after drying over magnesium sulfa... Starting materials: Cl.C(C)NO (N-ethylhydroxylamine hydrochloride), O=C1C2=C(OCC3=C1C=CC=C3)C=CC(=C2)C(C(=O)Cl)C (2-(6,11-dihydro-11-oxodibenz[b,e]oxepin-2-yl)propionyl chloride). The solvent is N1=CC=CC=C1 (pyridine), O1CCCC1 (tetrahydrofuran). Run at time 8 hour. The product is O=C1C2=C(OCC3=C1C=CC=C3)C=CC(=C2)C(C(=O)N(O)CC)C (2-(6,11-dihydro-11-oxodibenz[b,e]-oxepin-2-yl)-N-ethyl-N-hydroxypropanamide). Isolated yield 30.6%. Reaction SMILES: Cl.[CH2:2]([NH:4][OH:5])[CH3:3].[O:6]=[C:7]1[C:13]2[CH:14]=[CH:15][CH:16]=[CH:17][C:12]=2[CH2:11][O:10][C:9]2[CH:18]=[CH:19][C:20]([CH:22]([CH3:26])[C:23](Cl)=[O:24])=[CH:21][C:8]1=2>N1C=CC=CC=1.O1CCCC1>[O:6]=[C:7]1[C:13]2[CH:14]=[CH:15][CH:16]=[CH:17][C:12]=2[CH2:11][O:10][C:9]2[CH:18]=[CH:19][C:20]([CH:22]([CH3:26])[C:23]([N:4]([CH2:2][CH3:3])[OH:5])=[O:24])=[CH:21][C:8]1=2 |f:0.1|. Reported procedure: A stirring solution of 10.14 g of N-ethylhydroxylamine hydrochloride in 350 ml of dry pyridine was chilled and treated dropwise over several minutes with a solution of 8.0 g of 2-(6,11-dihydro-11-oxodibenz[b,e]oxepin-2-yl)propionyl chloride in 400 ml of tetrahydrofuran. The solution was allowed to equilibrate to room temperature overnight (16 hours) with continued stirring. The reaction was quenched with 500 ml of water and concentrated in vacuo to remove solvents. The product mixture was partit... Reactants: CCOC(=O)C=O, O=C([O-])O, Cc1ccccc1, [Mg+2], CC(C)(C)OC(=O)N1C=CCC1, Nc1ccccc1, [Na+], O=S(=O)([O-])[O-], O=S(=O)([O-])C(F)(F)F, O=S(=O)([O-])C(F)(F)F, O=S(=O)([O-])C(F)(F)F, [Sc+3]. Product: CCOC(=O)C1Nc2ccccc2C2C1CCN2C(=O)OC(C)(C)C. RXN SMILES: [C:1]([CH:2]=[O:3])(=[O:4])[O:5][CH2:6][CH3:7].[C:33](=[O:34])([O-:35])[OH:36].[CH3:38][c:39]1[cH:40][cH:41][cH:42][cH:43][cH:44]1.[Mg+2:15].[N:21]1([C:26](=[O:27])[O:28][C:29]([CH3:30])([CH3:31])[CH3:32])[CH2:22][CH2:23][CH:24]=[CH:25]1.[NH2:8][c:9]1[cH:10][cH:11][cH:12][cH:13][cH:14]1.[Na+:37].[O-:16][S:17](=[O:18])(=[O:19])[O-:20].[S:45]([O-:46])([C:47]([F:48])([F:49])[F:50])(=[O:51])=[O:52].[S:54]([O-:55])([C:56]([F:57])([F:58])[F:59])(=[O:60])=[O:61].[S:62]([O-:63])([C:64]([F:65])([F:66])[F:67])(=[O:68])=[O:69].[Sc+3:53]>>[C:1]([CH:2]1[NH:8][c:9]2[c:10]([cH:11][cH:12][cH:13][cH:14]2)[CH:25]2[N:21]([C:26](=[O:27])[O:28][C:29]([CH3:30])([CH3:31])[CH3:32])[CH2:22][CH2:23][CH:24]12)(=[O:4])[O:5][CH2:6][CH3:7]. Reactants: CC(C)(C)[O-], COCCOC, Cl, [K+], CCOC(=O)c1c(Nc2ccccc2N)sc2ccccc12. The product is O=C1Nc2ccccc2Nc2sc3ccccc3c21. As a reaction SMILES: [CH3:1][C:2]([CH3:3])([O-:4])[CH3:5].[CH3:30][O:31][CH2:32][CH2:33][O:34][CH3:35].[ClH:29].[K+:6].[NH2:7][c:8]1[c:9]([NH:10][c:11]2[c:12]([C:20](=[O:21])[O:22][CH2:23][CH3:24])[c:13]3[c:14]([s:15]2)[cH:16][cH:17][cH:18][cH:19]3)[cH:25][cH:26][cH:27][cH:28]1>>[NH:7]1[c:8]2[c:9]([cH:25][cH:26][cH:27][cH:28]2)[NH:10][c:11]2[c:12]([c:13]3[c:14]([s:15]2)[cH:16][cH:17][cH:18][cH:19]3)[C:20]1=[O:21]. Reactants: CN1CCOCC1 (morpholinomethyl polystyrene), hydrochloride salt, N1N=CC(=C1)B1OC(C)(C)C(C)(C)O1 (pyrazole-4-boronic acid pinacol ester), N1=CC(=CC=C1)CCl (3-picolyl chloride). The solvent is CN(C)C=O (DMF). Run at temperature 100 celsius. Product: CC1(OB(OC1(C)C)C=1C=NN(C1)CC=1C=NC=CC1)C (3-[4-(4,4,5,5-Tetramethyl-[1,3,2]dioxaborolan-2-yl)pyrazol-1-ylmethyl]pyridine), oil. Yield: 71.0%. As a reaction SMILES: [NH:1]1[CH:5]=[C:4]([B:6]2[O:14][C:11]([CH3:13])([CH3:12])[C:8]([CH3:10])([CH3:9])[O:7]2)[CH:3]=[N:2]1.[N:15]1[CH:20]=[CH:19][CH:18]=[C:17]([CH2:21]Cl)[CH:16]=1.CN1CCOCC1>CN(C=O)C>[CH3:12][C:11]1([CH3:13])[C:8]([CH3:9])([CH3:10])[O:7][B:6]([C:4]2[CH:3]=[N:2][N:1]([CH2:21][C:17]3[CH:16]=[N:15][CH:20]=[CH:19][CH:18]=3)[CH:5]=2)[O:14]1. Procedure details: The title compound was prepared from pyrazole-4-boronic acid pinacol ester and 3-picolyl chloride (prepared from the hydrochloride salt using a pre-swelled suspension of morpholinomethyl polystyrene in DMF) according to Method AC (heating to 100° C. under microwave irradiation for 2 h) and was isolated as a brown oil (71%). LCMS (ES+) 286 (M+H)+, RT 1.98 minutes (Method 1).